Dataset: the Open Reaction Database (ORD), a public repository of structured organic reaction records. Task: describe an organic reaction: reactants, conditions, products, and yield The reactants are CCCCOc1cccc(C(CNCC(=O)N(C)C)C(=O)OC(C)(C)C)c1, C1CCOC1, C[Si](C)(C)[N-][Si](C)(C)C, CI, [Li+]. The product is CCCCOc1cccc(C(CNC(C)C(=O)N(C)C)C(=O)OC(C)(C)C)c1. As a reaction SMILES: [CH2:1]([CH2:2][CH2:3][CH3:4])[O:5][c:6]1[cH:7][c:8]([CH:12]([CH2:13][NH:14][CH2:15][C:16](=[O:17])[N:18]([CH3:19])[CH3:20])[C:21](=[O:22])[O:23][C:24]([CH3:25])([CH3:26])[CH3:27])[cH:9][cH:10][cH:11]1.[CH2:40]1[O:41][CH2:42][CH2:43][CH2:44]1.[CH3:29][Si:30]([N-:31][Si:32]([CH3:33])([CH3:34])[CH3:35])([CH3:36])[CH3:37].[CH3:38][I:39].[Li+:28]>>[CH2:1]([CH2:2][CH2:3][CH3:4])[O:5][c:6]1[cH:7][c:8]([CH:12]([CH2:13][NH:14][CH:15]([C:16](=[O:17])[N:18]([CH3:19])[CH3:20])[CH3:29])[C:21](=[O:22])[O:23][C:24]([CH3:25])([CH3:26])[CH3:27])[cH:9][cH:10][cH:11]1. Reactants: C(C)(=O)C=1SC=CC1Br (2-acetyl-3-bromothiophene), [Cu](C#N)C#N (copper cyanide). The solvent is O (water), CN1CCCC1=O (NMP). Yields the product C(C)(=O)C=1SC=CC1C#N (2-Acetyl-3-cyanothiophene). Isolated yield 99.8%. As a reaction SMILES: [C:1]([C:4]1[S:5][CH:6]=[CH:7][C:8]=1Br)(=[O:3])[CH3:2].[Cu](C#N)[C:11]#[N:12]>CN1C(=O)CCC1.O>[C:1]([C:4]1[S:5][CH:6]=[CH:7][C:8]=1[C:11]#[N:12])(=[O:3])[CH3:2]. Reported procedure: Heat a stirred solution of 2-acetyl-3-bromothiophene (1.49 g, 7.29 mmol) (Chem. Pharm. Bull. 2000, 48, 1558-1566) in dry NMP (72 mL) for 10 h at 150° C. in the presence of copper cyanide (3.26 g, 36.5 mmol). Dilute the mixture with water, extract three times with diethyl ether, dry over anhydrous Na2SO4 and concentrate in vacuo. Purify by chromatography on silica gel eluting with hexane/EtOAc (10:1) to give the desired intermediate as a dark oil (1.1 g, 99%).